This data is from the Open Reaction Database (ORD), a public repository of structured organic reaction records. The task is: describe an organic reaction: reactants, conditions, products, and yield RXN SMILES: [C:1]1([C@@H:7]2[N:21]3[C:22]4[C:14]([C:15]5[C:16](=[O:23])[CH2:17][CH2:18][CH2:19][C:20]=53)=[CH:13][CH:12]=[CH:11][C:10]=4[O:9][CH2:8]2)[CH:6]=[CH:5][CH:4]=[CH:3][CH:2]=1.C(O)(=O)C.O.C(=O)([O-])[O-].[Li+].[Li+].[Cl-].[Li+]>CN(C=O)C>[C:1]1([C@@H:7]2[N:21]3[C:22]4[C:14]([C:15]5[C:20]3=[CH:19][CH:18]=[CH:17][C:16]=5[OH:23])=[CH:13][CH:12]=[CH:11][C:10]=4[O:9][CH2:8]2)[CH:2]=[CH:3][CH:4]=[CH:5][CH:6]=1 |f:1.2,3.4.5,6.7|. Solvent: CN(C)C=O (DMF). Reactants: C1(=CC=CC=C1)[C@H]1COC=2C=CC=C3C=4C(CCCC4N1C23)=O ((S)-(+)-1-phenyl-1,2,9,10-tetrahydro[1,4]oxazino[2,3,4-jk]carbazol-7(8H)-one), cupric chloride dihydrate, C(C)(=O)O.O (acetic acid water), C([O-])([O-])=O.[Li+].[Li+] (lithium carbonate), [Cl-].[Li+] (lithium chloride). Yields the product C1(=CC=CC=C1)[C@H]1COC=2C=CC=C3C4=C(C=CC=C4N1C23)O ((S)-(+)-1-phenyl-1,2-dihydro[1,4]oxazino[2,3,4-jk]carbazol-7-ol). Reported procedure: A mixture of (S)-(+)-1-phenyl-1,2,9,10-tetrahydro[1,4]oxazino[2,3,4-jk]carbazol-7(8H)-one (0.397 g, 1.31 mmol), cupric chloride dihydrate (0.513 g, 3.01 mmol), and acetic acid/water (1:1, 4 mL) is heated at 120° C. for 6 h. After cooling, the mixture is partitioned between dichloromethane, water, and aq. sodium bicarbonate. The organic layers are filtered through sodium sulfate, concentrated, and stored over the weekend in the freezer. The mixture is then stirred at 130-140° C. with lithium carb... Run at temperature 120 celsius. Reactants: C(C)OCCNC1=C(SC=C1OC)C (N-(2-ethoxyethyl)-4-methoxy-2-methyl-thiophene-3-amine), C(=O)([O-])[O-].[K+].[K+] (K2CO3), O (water), ClCC(=O)Cl (chloroacetyl chloride). Solvent: C(Cl)Cl (CH2Cl2), C(Cl)Cl (CH2Cl2). The product is COC=1C(=C(SC1)C)N(C(CCl)=O)CCOCC (N-(4-methoxy-2-methyl-thien-3-yl)-N-(2-ethoxyethyl)chloroacetamide). As a reaction SMILES: [CH2:1]([O:3][CH2:4][CH2:5][NH:6][C:7]1[C:11]([O:12][CH3:13])=[CH:10][S:9][C:8]=1[CH3:14])[CH3:2].C([O-])([O-])=O.[K+].[K+].O.[Cl:22][CH2:23][C:24](Cl)=[O:25]>C(Cl)Cl>[CH3:13][O:12][C:11]1[C:7]([N:6]([CH2:5][CH2:4][O:3][CH2:1][CH3:2])[C:24](=[O:25])[CH2:23][Cl:22])=[C:8]([CH3:14])[S:9][CH:10]=1 |f:1.2.3|. Procedure: To a well stirred mixture of 6,05 g (0.03 mol) N-(2-ethoxyethyl)-4-methoxy-2-methyl-thiophene-3-amine, 4.15 g (0.03 mol) of K2CO3, 10 ml of water and 100 ml of CH2Cl2 is added dropwise without cooling the solution of 3.4 g (0.03 mol) of chloroacetyl chloride in 10 ml of CH2Cl2. After the exothermic reaction (27°) has subsided, stirring is continued for a further hour at ambient temperature. Reaction SMILES: [C:28](=[O:29])([OH:30])[O-:31].[CH3:1][C:2](=[O:3])[O:4][C:5](=[O:6])[CH3:7].[Na+:32].[OH2:33].[OH:13][CH:14]([CH2:15][C:16]#[C:17][CH2:18][O:19][CH2:20][c:21]1[cH:22][cH:23][cH:24][cH:25][cH:26]1)[CH3:27].[S:8](=[O:9])(=[O:10])([OH:11])[OH:12]>>[CH3:1][C:2](=[O:3])[O:13][CH:14]([CH2:15][C:16]#[C:17][CH2:18][O:19][CH2:20][c:21]1[cH:22][cH:23][cH:24][cH:25][cH:26]1)[CH3:27]. Product: CC(=O)OC(C)CC#CCOCc1ccccc1. The reactants are O=C([O-])O, CC(=O)OC(C)=O, [Na+], O, CC(O)CC#CCOCc1ccccc1, O=S(=O)(O)O.